This data is from the Open Reaction Database (ORD), a public repository of structured organic reaction records. The task is: describe an organic reaction: reactants, conditions, products, and yield The reactants are C([O-])(O)=O.[Na+] (sodium bicarbonate), ClC(=O)OCC(C)C (Isobutyl chloroformate), CN1CCOCC1 (N-methylmorpholine), ice, C(C#CC)(=O)O (2-butynoic acid), NC=1C=C2C(=C(C=NC2=CC1)C#N)NC1=CC(=CC=C1)Br (6-amino-4-[(3-bromophenyl)amino]-3-quinolinecarbonitrile), anhydride. Solvent: [Cl-].[Na+].O (brine), O1CCCC1 (tetrahydrofuran), O1CCCC1 (tetrahydrofuran). Run at time 10 minute. The product is BrC=1C=C(C=CC1)NC1=C(C=NC2=CC=C(C=C12)NC(C#CC)=O)C#N (N-[4-[(3-Bromophenyl)amino]-3-cyano-6-quinolinyl]-2-butynamide). The yield is 35.6%. Reaction SMILES: ClC(OCC(C)C)=O.CN1CCOCC1.[C:16]([OH:21])(=O)[C:17]#[C:18][CH3:19].[NH2:22][C:23]1[CH:24]=[C:25]2[C:30](=[CH:31][CH:32]=1)[N:29]=[CH:28][C:27]([C:33]#[N:34])=[C:26]2[NH:35][C:36]1[CH:41]=[CH:40][CH:39]=[C:38]([Br:42])[CH:37]=1.C(=O)(O)[O-].[Na+]>O1CCCC1.[Cl-].[Na+].O>[Br:42][C:38]1[CH:37]=[C:36]([NH:35][C:26]2[C:25]3[C:30](=[CH:31][CH:32]=[C:23]([NH:22][C:16](=[O:21])[C:17]#[C:18][CH3:19])[CH:24]=3)[N:29]=[CH:28][C:27]=2[C:33]#[N:34])[CH:41]=[CH:40][CH:39]=1 |f:4.5,7.8.9|. Procedure: Isobutyl chloroformate(0.788 g, 5.75 mmol) and N-methylmorpholine(0.581 g, 5.75 mmol) were added to an ice cold solution of 0.485 g (5.75 mmol) of 2-butynoic acid in 20 mL of tetrahydrofuran under N2. After stirring for 10 min, a solution of 1.50 g (4.42 mmol) of 6-amino-4-[(3-bromophenyl)amino]-3-quinolinecarbonitrile in 10 mL of tetrahydrofuran was added and the mixture was stirred overnight at 25° C. A second equivalent of preformed mixed anhydride was then added. After 6 h, the reaction was ... The reactants are CC(C)(C)OC(=O)C(C#N)C(=O)Cc1cccc([N+](=O)[O-])c1, Cc1ccccc1, O=C(O)C(F)(F)F. The product is N#CCC(=O)Cc1cccc([N+](=O)[O-])c1. RXN SMILES: [C:1]([O:2][C:3](=[O:4])[CH:7]([C:8]([CH2:9][c:10]1[cH:11][c:12]([N+:16](=[O:17])[O-:18])[cH:13][cH:14][cH:15]1)=[O:19])[C:20]#[N:21])([CH3:5])([CH3:6])[CH3:22].[CH3:30][c:31]1[cH:32][cH:33][cH:34][cH:35][cH:36]1.[F:23][C:24]([F:25])([F:26])[C:27]([OH:28])=[O:29]>>[CH2:7]([C:8]([CH2:9][c:10]1[cH:11][c:12]([N+:16](=[O:17])[O-:18])[cH:13][cH:14][cH:15]1)=[O:19])[C:20]#[N:21].